This data is from the Open Reaction Database (ORD), a public repository of structured organic reaction records. The task is: describe an organic reaction: reactants, conditions, products, and yield Reported procedure: In a glass reactor benzoyl chloride (7.03 g, 0.05 mole), diallyl carbonate (7.1 g, 0.05 mole) and zinc chloride (0.136 g, 0.001 mole) were combined. The reacinitiated at room temperature. After heating at 60° C. for 3 hours and heating at 80° C. for an additional 3 hours, the reaction was discontinued. Distillation gave 6.65 g (78 percent yield) of allyl benzoate which was identified by nuclear magnetic resonance spectroscopy. Starting materials: C(C1=CC=CC=C1)(=O)Cl (benzoyl chloride), C(OCC=C)(OCC=C)=O (diallyl carbonate). Isolated yield 82.0%. As a reaction SMILES: C(Cl)(=O)[C:2]1[CH:7]=[CH:6][CH:5]=[CH:4][CH:3]=1.[C:10](=[O:19])([O:15][CH2:16][CH:17]=[CH2:18])OCC=C>[Cl-].[Zn+2].[Cl-]>[C:10]([O:15][CH2:16][CH:17]=[CH2:18])(=[O:19])[C:2]1[CH:7]=[CH:6][CH:5]=[CH:4][CH:3]=1 |f:2.3.4|. Run at temperature 60 celsius. The reagents and catalysts are [Cl-].[Zn+2].[Cl-] (zinc chloride). Yields the product C(C1=CC=CC=C1)(=O)OCC=C (allyl benzoate). The reactants are Cc1ccc(C(=O)NC(C)(C(N)=O)C(C)C)cc1, [Na+], C1COCCO1, [OH-]. Yields the product Cc1ccc(C2=NC(C)(C(C)C)C(=O)N2)cc1. As a reaction SMILES: [C:1]([NH2:2])(=[O:3])[C:4]([CH:5]([CH3:6])[CH3:7])([CH3:8])[NH:9][C:10](=[O:11])[c:12]1[cH:13][cH:14][c:15]([CH3:18])[cH:16][cH:17]1.[Na+:20].[O:21]1[CH2:22][CH2:23][O:24][CH2:25][CH2:26]1.[OH-:19]>>[C:1]1(=[O:3])[NH:2][C:10]([c:12]2[cH:13][cH:14][c:15]([CH3:18])[cH:16][cH:17]2)=[N:9][C:4]1([CH:5]([CH3:6])[CH3:7])[CH3:8]. Starting materials: C(C)(C)(C)C1=NOC(=C1)CP(OCC)(=O)OCC (diethyl (3-tert.-butyl-isoxazol-5-yl)methanephosphonate), COC(C)OC1=C(C=O)C=CC=C1 (o-(1-methoxy-ethoxy)-benzaldehyde). Product: C(C)(C)(C)C1=NOC(=C1)C=CC1=C(C=CC=C1)O (3-tert.-Butyl-5-(2-hydroxy-styryl)-isoxazole). Reaction SMILES: [C:1]([C:5]1[CH:9]=[C:8]([CH2:10]P(OCC)(=O)OCC)[O:7][N:6]=1)([CH3:4])([CH3:3])[CH3:2].COC([O:23][C:24]1[CH:31]=[CH:30][CH:29]=[CH:28][C:25]=1[CH:26]=O)C>>[C:1]([C:5]1[CH:9]=[C:8]([CH:10]=[CH:26][C:25]2[CH:28]=[CH:29][CH:30]=[CH:31][C:24]=2[OH:23])[O:7][N:6]=1)([CH3:2])([CH3:3])[CH3:4]. Procedure details: Using the method described in Example I, 35 g (0.13 mole) of diethyl (3-tert.-butyl-isoxazol-5-yl)methanephosphonate and 23 g (0.13 mole) of o-(1-methoxy-ethoxy)-benzaldehyde are reacted and the product is recrystallized from toluene. 24.8 g (78% of theory) of colorless crystals, of melting point 152°-155° C., are obtained. Starting materials: FC(C=1C(=NC=CC1)N1CCNCC1)(F)F (1-(3-trifluoromethyl-pyridin-2-yl)-piperazine), BrBr (bromine). Run in ClCCl (dichloromethane). Yields the product BrC=1C=C(C(=NC1)N1CCNCC1)C(F)(F)F (1-(5-Bromo-3-trifluoromethyl-pyridin-2-yl)-piperazine). As a reaction SMILES: [F:1][C:2]([F:16])([F:15])[C:3]1[C:4]([N:9]2[CH2:14][CH2:13][NH:12][CH2:11][CH2:10]2)=[N:5][CH:6]=[CH:7][CH:8]=1.[Br:17]Br>ClCCl>[Br:17][C:7]1[CH:8]=[C:3]([C:2]([F:1])([F:15])[F:16])[C:4]([N:9]2[CH2:10][CH2:11][NH:12][CH2:13][CH2:14]2)=[N:5][CH:6]=1. Procedure details: To a solution of 1-(3-trifluoromethyl-pyridin-2-yl)-piperazine (8 g, 34.6 mmol, Oakwood) in dichloromethane (230 mL) was added dropwise bromine (3.92 mL, 76.12 mmol, Aldrich) with stirring at room temperature. The resulting mixture was stirred at room temperature for 16 h and the precipitate was filtered, washed with EtOAc (2×100 mL) and dried in vacuo to give the title compound as a yellow solid, which was used in the next step without additional purification. MS (ESI, positive ion) m/z: 310 (M... The reactants are CCO, [Na+], [OH-], O, CCOC(=O)C(C)c1ccc(-c2cn3cccnc3n2)cc1. The product is CC(C(=O)O)c1ccc(-c2cn3cccnc3n2)cc1. Reaction SMILES: [CH3:23][CH2:24][OH:25].[Na+:27].[OH-:26].[OH2:28].[n:1]1[c:2](-[c:10]2[cH:11][cH:12][c:13]([CH:16]([C:17](=[O:18])[O:19][CH2:20][CH3:21])[CH3:22])[cH:14][cH:15]2)[cH:3][n:4]2[c:5]1[n:6][cH:7][cH:8][cH:9]2>>[n:1]1[c:2](-[c:10]2[cH:11][cH:12][c:13]([CH:16]([C:17](=[O:18])[OH:19])[CH3:22])[cH:14][cH:15]2)[cH:3][n:4]2[c:5]1[n:6][cH:7][cH:8][cH:9]2. The reactants are [OH-].[Na+] (sodium hydroxide), [I-].[K+] (potassium iodide), C=1(O)C(O)=CC=CC1 (Catechol), C1(CC1)CCl (cyclopropylmethyl chloride). Solvent: O (water), C(C)(C)O (isopropanol). Yields the product C1(CC1)COC1=C(C=CC=C1)O (2-(cyclopropylmethoxy)phenol). RXN SMILES: [C:1]1([C:3](=[CH:5][CH:6]=[CH:7][CH:8]=1)[OH:4])[OH:2].[OH-].[Na+].[CH:11]1([CH2:14]Cl)[CH2:13][CH2:12]1.[I-].[K+]>C(O)(C)C.O>[CH:11]1([CH2:14][O:2][C:1]2[CH:8]=[CH:7][CH:6]=[CH:5][C:3]=2[OH:4])[CH2:13][CH2:12]1 |f:1.2,4.5|. Reported procedure: Catechol (110 g) is dissolved in 800 ml isopropanol. A solution of sodium hydroxide (41 g) in 45 ml water is added followed by cyclopropylmethyl chloride (155 g, 70% pure) and potassium iodide (5 g). The reaction mixture is stirred under nitrogen at reflux for 16 hours. The mixture is cooled to room temperature and the solid filtered off and washed with isopropanol. The filtrate is concentrated under reduced pressure, the brown residue dissolved in toluene (600 ml), 3 N hydrochloric acid added t... Reactants: C(C)OC1=C(CO)C=CC(=C1)OCC (2,4-diethoxybenzyl alcohol), C1(=CC=CC=C1)P(C1=CC=CC=C1)C1=CC=CC=C1 (triphenylphosphine), [N+](=[N-])(C(=O)OCC)C(=O)OCC (diethyl diazodicarboxylate), C1(=CC=C(C=C1)S(=O)(=O)C1C(NC(S1)=O)=O)C (5-(Toluene-4-sulfonyl)thiazolidine-2,4-dione). The product is C(C)OC1=C(CN2C(SC(C2=O)S(=O)(=O)C2=CC=C(C=C2)C)=O)C=CC(=C1)OCC (3-(2,4-Diethoxybenzyl)-5-(toluene-4-sulfonyl)-thiazolidine-2,4-dione). RXN SMILES: [C:1]1([CH3:17])[CH:6]=[CH:5][C:4]([S:7]([CH:10]2[S:14][C:13](=[O:15])[NH:12][C:11]2=[O:16])(=[O:9])=[O:8])=[CH:3][CH:2]=1.[CH2:18]([O:20][C:21]1[CH:28]=[C:27]([O:29][CH2:30][CH3:31])[CH:26]=[CH:25][C:22]=1[CH2:23]O)[CH3:19].C1(P(C2C=CC=CC=2)C2C=CC=CC=2)C=CC=CC=1.[N+](C(OCC)=O)(C(OCC)=O)=[N-]>>[CH2:18]([O:20][C:21]1[CH:28]=[C:27]([O:29][CH2:30][CH3:31])[CH:26]=[CH:25][C:22]=1[CH2:23][N:12]1[C:11](=[O:16])[CH:10]([S:7]([C:4]2[CH:3]=[CH:2][C:1]([CH3:17])=[CH:6][CH:5]=2)(=[O:9])=[O:8])[S:14][C:13]1=[O:15])[CH3:19]. Procedure: 5-(Toluene-4-sulfonyl)thiazolidine-2,4-dione [U.S. Pat. No. 5,605,918; February 1997; Wrobel, et al.] was reacted with 2,4-diethoxybenzyl alcohol in the presence of triphenylphosphine and diethyl diazodicarboxylate to give the title compound as colorless crystals, mp 121-123° C. Reactants: [BH4-], CO, CCc1ccc(Cc2cccc(C3OC(CO)C(O)C(O)C3O)c2)s1, [Na+], O=C(c1ccc(-c2ccccc2)s1)c1cc(Br)ccc1C(F)(F)F. The product is FC(F)(F)c1ccc(Br)cc1Cc1ccc(-c2ccccc2)s1. RXN SMILES: [BH4-:50].[CH3:52][OH:53].[CH:1]1([c:2]2[cH:3][cH:4][cH:5][c:6]([CH2:7][c:8]3[s:9][c:10]([CH2:11][CH3:12])[cH:13][cH:14]3)[cH:15]2)[O:16][CH:17]([CH2:18][OH:19])[CH:20]([OH:21])[CH:22]([OH:23])[CH:24]1[OH:25].[Na+:51].[c:26]1(-[c:32]2[cH:33][cH:34][c:35]([C:37](=[O:38])[c:39]3[c:40]([C:46]([F:47])([F:48])[F:49])[cH:41][cH:42][c:43]([Br:45])[cH:44]3)[s:36]2)[cH:27][cH:28][cH:29][cH:30][cH:31]1>>[c:26]1(-[c:32]2[cH:33][cH:34][c:35]([CH2:37][c:39]3[c:40]([C:46]([F:47])([F:48])[F:49])[cH:41][cH:42][c:43]([Br:45])[cH:44]3)[s:36]2)[cH:27][cH:28][cH:29][cH:30][cH:31]1.